Task: describe an organic reaction: reactants, conditions, products, and yield. Dataset: the Open Reaction Database (ORD), a public repository of structured organic reaction records The reactants are ClCCl, CC(C)(C)OC(=O)N1CCC(Oc2ccc([N+](=O)[O-])cn2)CC1, O=C(O)C(F)(F)F. Yields the product O=[N+]([O-])c1ccc(OC2CCNCC2)nc1. Reaction SMILES: [Cl:31][CH2:32][Cl:33].[N+:8](=[O:9])([O-:10])[c:11]1[cH:12][cH:13][c:14]([O:17][CH:18]2[CH2:19][CH2:20][N:21]([C:24]([O:25][C:26]([CH3:27])([CH3:28])[CH3:29])=[O:30])[CH2:22][CH2:23]2)[n:15][cH:16]1.[OH:1][C:2]([C:3]([F:4])([F:5])[F:6])=[O:7]>>[N+:8](=[O:9])([O-:10])[c:11]1[cH:12][cH:13][c:14]([O:17][CH:18]2[CH2:19][CH2:20][NH:21][CH2:22][CH2:23]2)[n:15][cH:16]1. The reactants are [N+](=O)([O-])C1=CC=C(C(=O)N2C3=C(C4=C(CC2)C=CC=C4)C=CC=C3)C=C1 (5-(4-nitrobenzoyl)-6,7-dihydro-5H-dibenz[b,d]azepine), [H][H] (hydrogen). The reagents and catalysts are [Pd] (palladium-on-carbon). Solvent: C(C)(=O)[O-] (acetate). Product: NC1=CC=C(C(=O)N2C3=C(C4=C(CC2)C=CC=C4)C=CC=C3)C=C1 (5-(4-Aminobenzoyl)-6,7-dihydro-5H-dibenz[b,d]azepine). Yield: 94.9%. Reaction SMILES: [N+:1]([C:4]1[CH:26]=[CH:25][C:7]([C:8]([N:10]2[CH2:16][CH2:15][C:14]3[CH:17]=[CH:18][CH:19]=[CH:20][C:13]=3[C:12]3[CH:21]=[CH:22][CH:23]=[CH:24][C:11]2=3)=[O:9])=[CH:6][CH:5]=1)([O-])=O.[H][H]>C([O-])(=O)C.[Pd]>[NH2:1][C:4]1[CH:26]=[CH:25][C:7]([C:8]([N:10]2[CH2:16][CH2:15][C:14]3[CH:17]=[CH:18][CH:19]=[CH:20][C:13]=3[C:12]3[CH:21]=[CH:22][CH:23]=[CH:24][C:11]2=3)=[O:9])=[CH:6][CH:5]=1. Reported procedure: A solution of 0.15 g of 5-(4-nitrobenzoyl)-6,7-dihydro-5H-dibenz[b,d]azepine in 20 μl of ethanolethyl acetate and 10 mg of 10% palladium-on-carbon is hydrogenated under 35 pounds per square inch of hydrogen for 8 hr. The mixture is filtered through diatomaceous earth and the filtrate evaporated to give 0.13 g of product as a light yellow solid. Reactants: N (ammonia), atmosphere 106, C1(C=CC2=CC=CC=C12)C(=O)O (indene carboxylic acid). Conditions: time 75 minute. Product: C1C=CC2=CC=CC=C12 (indene). RXN SMILES: N.[CH:2]1(C(O)=O)[C:10]2[C:5](=[CH:6][CH:7]=[CH:8][CH:9]=2)[CH:4]=[CH:3]1>>[CH2:2]1[C:10]2[C:5](=[CH:6][CH:7]=[CH:8][CH:9]=2)[CH:4]=[CH:3]1. Procedure details: Subsequently, as shown in FIG. 3C, the substrate 1 coated with photoresist 102 is put in heat-treatment furnace 105. In the furnace 105, the substrate 1 is heated in an ammonia gas atmosphere 106. The heat treatment is performed at a temperature of 95° to 120° C. for 75 minutes. At the photo-sensitized region, the indene carboxylic acid is crosslinked and alkali-insoluble indene is produced. The reactants are ClC1=NC(=NC(=C1)C)C1=NC(=CC=C1)OC1=CC=C(C=C1)OCC (4-chloro-2-(6-p-ethoxyphenyloxy-2-pyridinyl)-6-methylpyrimidine), C[O-].[Na+] (sodium methoxide), CO (methanol), [Na] (sodium). The solvent is C(Cl)(Cl)Cl (chloroform), O (water). Conditions: time 30 minute. Yields the product C(C)OC1=CC=C(C=C1)OC1=CC=CC(=N1)C1=NC(=CC(=N1)OC)C (2-(6-p-ethoxyphenyloxy-2-pyridinyl)-4-methoxy-6-methylpyrimidine). Isolated yield 91.0%. Reaction SMILES: Cl[C:2]1[CH:7]=[C:6]([CH3:8])[N:5]=[C:4]([C:9]2[CH:14]=[CH:13][CH:12]=[C:11]([O:15][C:16]3[CH:21]=[CH:20][C:19]([O:22][CH2:23][CH3:24])=[CH:18][CH:17]=3)[N:10]=2)[N:3]=1.[CH3:25][O-:26].[Na+].CO.[Na]>C(Cl)(Cl)Cl.O>[CH2:23]([O:22][C:19]1[CH:20]=[CH:21][C:16]([O:15][C:11]2[N:10]=[C:9]([C:4]3[N:3]=[C:2]([O:26][CH3:25])[CH:7]=[C:6]([CH3:8])[N:5]=3)[CH:14]=[CH:13][CH:12]=2)=[CH:17][CH:18]=1)[CH3:24] |f:1.2,^1:29|. Reported procedure: To 4-chloro-2-(6-p-ethoxyphenyloxy-2-pyridinyl)-6-methylpyrimidine (3 g) was added sodium methoxide prepared from methanol (10 ml) and metallic sodium (0.22 g). After the mixture was left to stand at room temperature for 30 minutes, water (30 ml) and chloroform (100 ml) were added thereto, and then extracted. After the extract was dried over anhydrous magnesium sulfate, it was concentrated under reduced pressure to obtain 2-(6-p-ethoxyphenyloxy-2-pyridinyl)-4-methoxy-6-methylpyrimidine (2.7 g, y...